From a dataset of the Open Reaction Database (ORD), a public repository of structured organic reaction records. describe an organic reaction: reactants, conditions, products, and yield Reactants: C(C)OP(=O)(OCC)C/C(=C/C(=O)OCC)/C (ethyl 4-(diethoxyphosphoryl)-3-methyl-but-2E-enoate), BrC1=C(C(=CC=2C(=CCC(C12)(C)C)C(C)C)/C(=C(\C=O)/F)/C)OC(C)C ((2E)-3-(4-bromo-3-isopropoxy-8-isopropyl-5,5-dimethyl-5,6-dihydro-naphthalen-2-yl)-2-fluoro-but-2-enal). Product: BrC1=C(C(=CC=2C(=CCC(C12)(C)C)C(C)C)/C(=C(\C=C\C(=C\C(=O)OCC)\C)/F)/C)OC(C)C (Ethyl (2E,4E,6E)-7-(4-bromo-3-isopropoxy-8-isopropyl-5,5-dimethyl-5,6-dihydro-naphthalen-2-yl)-6-fluoro-3-methyl-octa-2,4,6-trienoate). Reaction SMILES: C(OP([CH2:9]/[C:10](/[CH3:17])=[CH:11]/[C:12]([O:14][CH2:15][CH3:16])=[O:13])(OCC)=O)C.[Br:18][C:19]1[C:28]2[C:27]([CH3:30])([CH3:29])[CH2:26][CH:25]=[C:24]([CH:31]([CH3:33])[CH3:32])[C:23]=2[CH:22]=[C:21](/[C:34](/[CH3:39])=[C:35](/[F:38])\[CH:36]=O)[C:20]=1[O:40][CH:41]([CH3:43])[CH3:42]>>[Br:18][C:19]1[C:28]2[C:27]([CH3:30])([CH3:29])[CH2:26][CH:25]=[C:24]([CH:31]([CH3:33])[CH3:32])[C:23]=2[CH:22]=[C:21](/[C:34](/[CH3:39])=[C:35](/[F:38])\[CH:36]=[CH:9]\[C:10](\[CH3:17])=[CH:11]\[C:12]([O:14][CH2:15][CH3:16])=[O:13])[C:20]=1[O:40][CH:41]([CH3:43])[CH3:42]. Procedure: Following General Procedure I-1, ethyl 4-(diethoxyphosphoryl)-3-methyl-but-2E-enoate (417 mg, 1.58 mmol) and (2E)-3-(4-bromo-3-isopropoxy-8-isopropyl-5,5-dimethyl-5,6-dihydro-naphthalen-2-yl)-2-fluoro-but-2-enal (Compound A-150, 167 mg, 0.39 mmol) were reacted to give the title compound as a colorless oil after purification by column chromatography (silica gel, 2% ethyl acetate in hexane).